Dataset: the Open Reaction Database (ORD), a public repository of structured organic reaction records. Task: describe an organic reaction: reactants, conditions, products, and yield The reactants are CCNc1cc(-c2ccoc2)ccc1C, COC(=O)c1cc(Cl)ccc1NC(=O)CCCC(=O)O. Yields the product CCN(C(=O)CCCC(=O)Nc1ccc(Cl)cc1C(=O)OC)c1cc(-c2ccoc2)ccc1C. Reaction SMILES: [CH2:1]([CH3:2])[NH:3][c:4]1[c:5]([CH3:15])[cH:6][cH:7][c:8](-[c:10]2[cH:11][o:12][cH:13][cH:14]2)[cH:9]1.[Cl:16][c:17]1[cH:18][c:19]([C:32](=[O:33])[O:34][CH3:35])[c:20]([NH:23][C:24]([CH2:25][CH2:26][CH2:27][C:28](=[O:29])[OH:30])=[O:31])[cH:21][cH:22]1>>[CH2:1]([CH3:2])[N:3]([c:4]1[c:5]([CH3:15])[cH:6][cH:7][c:8](-[c:10]2[cH:11][o:12][cH:13][cH:14]2)[cH:9]1)[C:28]([CH2:27][CH2:26][CH2:25][C:24]([NH:23][c:20]1[c:19]([C:32](=[O:33])[O:34][CH3:35])[cH:18][c:17]([Cl:16])[cH:22][cH:21]1)=[O:31])=[O:30]. Reactants: Cl (HCl), C1(CCO1)=O (β-Propiolactone), BrC1=C(C(=CC(=C1)C1=C2C=CC=CC2=C(C2=C1C1=C(S2)C=CC=C1)Br)Br)O (2,6-dibromo-4-(6-bromo-benzo[b]naphtho[2,3-d]thiophen- 11 -yl)-phenol), CC(C)([O-])C.[K+] (potassium tert-butoxide). The solvent is C1CCOC1 (THF), O (water). Yields the product BrC1=C(OC(C(=O)O)C)C(=CC(=C1)C1=C2C=CC=CC2=C(C2=C1C1=C(S2)C=CC=C1)Br)Br (2,6-Dibromo-4-(6-bromo-benzo[b]naphtho[2,3-d]thiophen-11-yl )-phenoxyl-propionic acid). Yield: 44.3%. RXN SMILES: [C:1]1(=[O:5])[O:4][CH2:3][CH2:2]1.[Br:6][C:7]1[CH:12]=[C:11]([C:13]2[C:22]3[C:23]4[CH:29]=[CH:28][CH:27]=[CH:26][C:24]=4[S:25][C:21]=3[C:20]([Br:30])=[C:19]3[C:14]=2[CH:15]=[CH:16][CH:17]=[CH:18]3)[CH:10]=[C:9]([Br:31])[C:8]=1[OH:32].CC(C)([O-])C.[K+].Cl>C1COCC1.O>[Br:6][C:7]1[CH:12]=[C:11]([C:13]2[C:22]3[C:23]4[CH:29]=[CH:28][CH:27]=[CH:26][C:24]=4[S:25][C:21]=3[C:20]([Br:30])=[C:19]3[C:14]=2[CH:15]=[CH:16][CH:17]=[CH:18]3)[CH:10]=[C:9]([Br:31])[C:8]=1[O:32][CH:2]([CH3:3])[C:1]([OH:4])=[O:5] |f:2.3|. Procedure details: β-Propiolactone (0.186 mL, 2.66 mmol) was added to a stirred, room temperature solution of 2,6-dibromo-4-(6-bromo-benzo[b]naphtho[2,3-d]thiophen- 11 -yl)-phenol (1.5 g, 2.66 mmol), potassium tert-butoxide (0.314 g, 2.66 mmol) in THF (33 mL) under a dry nitrogen atmosphere. After 2 days the reaction mixture was added to water, acidified with 10% aqueous HCl and extracted with ethyl acetate. To the ethyl acetate phase was added acid washed (2% phosphoric acid in methanol) silica gel and the solven... Reactants: C(C)(C)OC1=C(C=C(C=C1)[N+](=O)[O-])NC(C)C (2-isopropoxy-N-isopropyl-5-nitrobenzenamine). Reagents/catalysts: [Pd] (Pd/C). Run in C(C)O (ethanol). Reaction conditions: time 2 hour. The product is C(C)(C)OC1=CC=C(C=C1NC(C)C)N (6-isopropoxy-N1-isopropylbenzene-1,3-diamine). The yield is 77.9%. As a reaction SMILES: [CH:1]([O:4][C:5]1[CH:10]=[CH:9][C:8]([N+:11]([O-])=O)=[CH:7][C:6]=1[NH:14][CH:15]([CH3:17])[CH3:16])([CH3:3])[CH3:2]>C(O)C.[Pd]>[CH:1]([O:4][C:5]1[C:6]([NH:14][CH:15]([CH3:17])[CH3:16])=[CH:7][C:8]([NH2:11])=[CH:9][CH:10]=1)([CH3:3])[CH3:2]. Procedure details: A suspension of 2-isopropoxy-N-isopropyl-5-nitrobenzenamine 29 (385 mg, 1.62 mmol, 1 equiv) in ethanol (3 mL) was charged with 10% Pd/C (50% water, 253 mg, 0.162 mmol, 0.10 equiv) and air was evacuated with vacuum. The vacuum was replaced with a balloon filled with hydrogen gas, and the reaction was allowed to stir for 2 hours. The catalyst was filtered off using a pad of celite and rinsed with ethanol. The filtrate was concentrated, and the crude product was purified by flash chromatography and... Reactants: Cc1cn2ccccc2n1, CN(C)C=O, O=C1CCC(=O)N1Cl, [H-], [Na+], Sc1nc[nH]n1. Yields the product Cc1nc2ccccn2c1Sc1nc[nH]n1. RXN SMILES: [CH3:17][c:18]1[n:19][c:20]2[n:21]([cH:22][cH:23][cH:24][cH:25]2)[cH:26]1.[CH3:27][N:28]([CH3:29])[CH:30]=[O:31].[Cl:9][N:10]1[C:11](=[O:12])[CH2:13][CH2:14][C:15]1=[O:16].[H-:7].[Na+:8].[SH:1][c:2]1[n:3][nH:4][cH:5][n:6]1>>[S:1]([c:2]1[n:3][nH:4][cH:5][n:6]1)[c:26]1[c:18]([CH3:17])[n:19][c:20]2[n:21]1[cH:22][cH:23][cH:24][cH:25]2. Starting materials: ClC1=NC2=CC=C(C=C2C=C1)Cl (2,6-dichloroquinoline), O(C1=CC=CC=C1)CCN (2-phenoxyethylamine), COC=1C=C(CN)C=CC1 (3-methoxybenzylamine). Product: COC=1C=C(CNC=2C=C3C=CC(=NC3=CC2)NCCOC2=CC=CC=C2)C=CC1 (N6-(3-Methoxy-benzyl)-N2-(2-phenoxy-ethyl)-quinoline-2,6-diamine). RXN SMILES: Cl[C:2]1[CH:11]=[CH:10][C:9]2[C:4](=[CH:5][CH:6]=[C:7](Cl)[CH:8]=2)[N:3]=1.[O:13]([CH2:20][CH2:21][NH2:22])[C:14]1[CH:19]=[CH:18][CH:17]=[CH:16][CH:15]=1.[CH3:23][O:24][C:25]1[CH:26]=[C:27]([CH:30]=[CH:31][CH:32]=1)[CH2:28][NH2:29]>>[CH3:23][O:24][C:25]1[CH:26]=[C:27]([CH:30]=[CH:31][CH:32]=1)[CH2:28][NH:29][C:7]1[CH:8]=[C:9]2[C:4](=[CH:5][CH:6]=1)[N:3]=[C:2]([NH:22][CH2:21][CH2:20][O:13][C:14]1[CH:19]=[CH:18][CH:17]=[CH:16][CH:15]=1)[CH:11]=[CH:10]2. Reported procedure: The title compound, MS: m/e=400.4 (M+H+), was prepared in accordance with the general method of example 1 from 2,6-dichloroquinoline, 2-phenoxyethylamine and 3-methoxybenzylamine. Starting materials: S(C)(=O)(=O)[O-] (mesylate), C(C)OC([C@@H]([C@@H](NC(C1=CC=CC=C1)=O)C1=CC=CC=C1)O)=O ((2R,3S)-N-benzoyl-3phenylisoserine ethyl ester), CS(=O)(=O)Cl (methanesulfonyl chloride), CCOC(=O)C (EtOAc), cis-oxazoline. The solvent is C1(=CC=CC=C1)C (Toluene), N1=CC=CC=C1 (pyridine). Reaction conditions: temperature 2 celsius, time 90 minute. Product: C1(=CC=CC=C1)C=1O[C@@H]([C@@H](N1)C1=CC=CC=C1)C(=O)OCC ((4S-cis)-4,5-Dihydro-2,4-diphenyl-5-oxazolecarboxylic acid, ethyl ester). RXN SMILES: [CH2:1]([O:3][C:4](=[O:23])[C@H:5]([OH:22])[C@H:6]([C:16]1[CH:21]=[CH:20][CH:19]=[CH:18][CH:17]=1)[NH:7][C:8](=O)[C:9]1[CH:14]=[CH:13][CH:12]=[CH:11][CH:10]=1)[CH3:2].CS(Cl)(=O)=O.CCOC(C)=O.S([O-])(=O)(=O)C>N1C=CC=CC=1.C1(C)C=CC=CC=1>[C:9]1([C:8]2[O:22][C@H:5]([C:4]([O:3][CH2:1][CH3:2])=[O:23])[C@H:6]([C:16]3[CH:21]=[CH:20][CH:19]=[CH:18][CH:17]=3)[N:7]=2)[CH:14]=[CH:13][CH:12]=[CH:11][CH:10]=1. Reported procedure: In a 100 ml flask containing a solution of (2R,3S)-N-benzoyl-3phenylisoserine ethyl ester (2.00 g, 6.38 mmol) in pyridine (20 ml) at 0° C. was added methanesulfonyl chloride (0.52 ml, 6.70 mmol) dropwise over a 2 minute period. The solution was stirred at 0 to 4° C. for 90 minutes and then at 65-70° C. for 18 hours. (The reaction was monitored by TLC using 1:2 EtOAc:Toluene as eluent, Rf for the starting material=0.42, Rf for the mesylate=0.48 and Rf for the cis-oxazoline title product=0.78, UV ...